This data is from the Open Reaction Database (ORD), a public repository of structured organic reaction records. The task is: describe an organic reaction: reactants, conditions, products, and yield The reactants are COC1=CC=C(COC(=O)N2[C@@H](C[C@H](C2)O)CO)C=C1 ((2S,4R)-1-p-methoxybenzyloxycarbonyl-4-hydroxypyrrolidine-2-methanol), C1(=CC=C(C=C1)S(=O)(=O)Cl)C (p-toluenesulfonyl chloride), ice water. The solvent is N1=CC=CC=C1 (pyridine). Conditions: time 4 hour. Yields the product C1(=CC=C(C=C1)S(=O)(=O)OC[C@H]1N(C[C@@H](C1)O)C(=O)OCC1=CC=C(C=C1)OC)C ((2S,4R)-1-p-methoxybenzyloxycarbonyl-4-hydroxypyrrolidine-2-methanol p-toluenesulfonate). The yield is 60.5%. As a reaction SMILES: [CH3:1][O:2][C:3]1[CH:20]=[CH:19][C:6]([CH2:7][O:8][C:9]([N:11]2[CH2:15][C@H:14]([OH:16])[CH2:13][C@H:12]2[CH2:17][OH:18])=[O:10])=[CH:5][CH:4]=1.[C:21]1([CH3:31])[CH:26]=[CH:25][C:24]([S:27](Cl)(=[O:29])=[O:28])=[CH:23][CH:22]=1>N1C=CC=CC=1>[C:21]1([CH3:31])[CH:26]=[CH:25][C:24]([S:27]([O:18][CH2:17][C@@H:12]2[CH2:13][C@@H:14]([OH:16])[CH2:15][N:11]2[C:9]([O:8][CH2:7][C:6]2[CH:5]=[CH:4][C:3]([O:2][CH3:1])=[CH:20][CH:19]=2)=[O:10])(=[O:29])=[O:28])=[CH:23][CH:22]=1. Reported procedure: To a solution of (2S,4R)-1-p-methoxybenzyloxycarbonyl-4-hydroxypyrrolidine-2-methanol (64 g: 227.6 mmole) in pyridine (350 ml), p-toluenesulfonyl chloride (48 g) is added. The mixture is stirred at room temperature for 4 hours. The reaction mixture is poured into ice water and extracted with ethyl acetate. The extract is successively washed with water, dilute hydrochloric acid and aqueous sodium hydrogen carbonate, dried over magnesium sulfate, and concentrated in vacuo. The residue is purified ... Starting materials: CO, C[O-], Cl, NC1(c2ccc(=O)[nH]c2)CCCCC1, [Na+]. Product: CC(=O)NC1(c2ccc(=O)[nH]c2)CCCCC1. As a reaction SMILES: [CH3:19][OH:20].[CH3:1][O-:2].[ClH:4].[NH2:5][C:6]1([c:12]2[cH:13][cH:14][c:15](=[O:18])[nH:16][cH:17]2)[CH2:7][CH2:8][CH2:9][CH2:10][CH2:11]1.[Na+:3]>>[C:1](=[O:2])([NH:5][C:6]1([c:12]2[cH:13][cH:14][c:15](=[O:18])[nH:16][cH:17]2)[CH2:7][CH2:8][CH2:9][CH2:10][CH2:11]1)[CH3:19]. As a reaction SMILES: [O:1]1[CH2:6][CH2:5][S:4][C:3]([C:7]2[CH:8]=[C:9]([CH:13]=[CH:14][CH:15]=2)[C:10]([OH:12])=O)=[N:2]1.S(Cl)(Cl)=O.[NH2:20][C:21]1[CH:26]=[CH:25][CH:24]=[CH:23][CH:22]=1.O>C(Cl)Cl>[O:1]1[CH2:6][CH2:5][S:4][C:3]([C:7]2[CH:8]=[C:9]([CH:13]=[CH:14][CH:15]=2)[C:10]([NH:20][C:21]2[CH:26]=[CH:25][CH:24]=[CH:23][CH:22]=2)=[O:12])=[N:2]1. The solvent is C(Cl)Cl (methylene chloride). Product: O1N=C(SCC1)C=1C=C(C(=O)NC2=CC=CC=C2)C=CC1 (3-(5,6-dihydro-1,4,2-oxathiazin-3-yl)-N-phenylbenzamide). Procedure details: 3-(5,6-Dihydro-1,4,2-oxathiazine-3-yl)benzoic acid (15 g, 0.07 mol) was suspended in methylene chloride (200 ml). Thionyl chloride (10 ml) was added and the reaction was refluxed until homogeneous and all gassing had ceased. The solvent was removed, the remaining oil was taken up in methylene chloride and treated portionwise with aniline (12.5 g, 0.12 mol). An exotherm was observed. After several hours, water was added, the organic material separated, washed successively with water, aqueous bica... Reactants: O1N=C(SCC1)C=1C=C(C(=O)O)C=CC1 (3-(5,6-Dihydro-1,4,2-oxathiazine-3-yl)benzoic acid), O (water), S(=O)(Cl)Cl (Thionyl chloride), NC1=CC=CC=C1 (aniline). Starting materials: CC(=O)O[BH-](OC(C)=O)OC(C)=O, CC(=O)O[BH-](OC(C)=O)OC(C)=O, CCOC(C)=O, CC(=O)O, CCN(C(C)C)C(C)C, ClCCCl, Cl, COc1ccc2cc(-c3ccnc(N(C)C)n3)cc(N)c2c1, [Na+], CC(C)(C)OC(=O)N1CCC(=O)CC1. RXN SMILES: [C:47]([O:48][BH-:49]([O:50][C:51](=[O:52])[CH3:53])[O:54][C:55](=[O:56])[CH3:57])(=[O:58])[CH3:59].[C:61]([O:62][BH-:63]([O:64][C:65](=[O:66])[CH3:67])[O:68][C:69](=[O:70])[CH3:71])(=[O:72])[CH3:73].[CH3:78][CH2:79][O:80][C:81](=[O:82])[CH3:83].[CH3:84][C:85](=[O:86])[OH:87].[CH:24]([N:25]([CH2:26][CH3:27])[CH:28]([CH3:29])[CH3:30])([CH3:31])[CH3:32].[Cl:74][CH2:75][CH2:76][Cl:77].[ClH:1].[NH2:2][c:3]1[cH:4][c:5](-[c:15]2[n:16][c:17]([N:21]([CH3:22])[CH3:23])[n:18][cH:19][cH:20]2)[cH:6][c:7]2[cH:8][cH:9][c:10]([O:13][CH3:14])[cH:11][c:12]12.[Na+:60].[O:33]=[C:34]1[CH2:35][CH2:36][N:37]([C:40](=[O:41])[O:42][C:43]([CH3:44])([CH3:45])[CH3:46])[CH2:38][CH2:39]1>>[NH:2]([c:3]1[cH:4][c:5](-[c:15]2[n:16][c:17]([N:21]([CH3:22])[CH3:23])[n:18][cH:19][cH:20]2)[cH:6][c:7]2[cH:8][cH:9][c:10]([O:13][CH3:14])[cH:11][c:12]12)[CH:34]1[CH2:35][CH2:36][N:37]([C:40](=[O:41])[O:42][C:43]([CH3:44])([CH3:45])[CH3:46])[CH2:38][CH2:39]1. Product: COc1ccc2cc(-c3ccnc(N(C)C)n3)cc(NC3CCN(C(=O)OC(C)(C)C)CC3)c2c1. Starting materials: C1=C(C=CC=2OC3=C(C21)C=C(C=C3)C(=O)Cl)C(=O)Cl (dibenzofuran-2,8-dicarbonyl chloride), N1(CCCCC1)CCCO (3-piperidinopropanol). Run in C(Cl)(Cl)Cl (chloroform). The product is O.Cl.Cl.N1(CCCCC1)CCCOC(=O)C1=CC2=C(OC3=C2C=C(C=C3)C(=O)OCCCN3CCCCC3)C=C1 (bis(3-piperidinopropyl)dibenzofuran-2,8-dicarboxylate dihydrochloride monohydrate). RXN SMILES: [CH:1]1[C:9]2[C:8]3[CH:10]=[C:11]([C:14]([Cl:16])=[O:15])[CH:12]=[CH:13][C:7]=3[O:6][C:5]=2[CH:4]=[CH:3][C:2]=1[C:17](Cl)=[O:18].[N:20]1([CH2:26][CH2:27][CH2:28][OH:29])[CH2:25][CH2:24][CH2:23][CH2:22][CH2:21]1>C(Cl)(Cl)Cl>[OH2:6].[ClH:16].[ClH:16].[N:20]1([CH2:26][CH2:27][CH2:28][O:29][C:17]([C:2]2[CH:3]=[CH:4][C:5]3[O:6][C:7]4[CH:13]=[CH:12][C:11]([C:14]([O:29][CH2:28][CH2:27][CH2:26][N:20]5[CH2:25][CH2:24][CH2:23][CH2:22][CH2:21]5)=[O:15])=[CH:10][C:8]=4[C:9]=3[CH:1]=2)=[O:18])[CH2:25][CH2:24][CH2:23][CH2:22][CH2:21]1 |f:3.4.5.6|. Procedure details: A solution of 12.8 g (0.044 mole) of dibenzofuran-2,8-dicarbonyl chloride and 12.6 g (0.088 mole) of 3-piperidinopropanol in 1 liter of chloroform is refluxed for 4 hours. Upon dilution with diethyl ether, the product is collected and crystallized from ethanol, to give bis(3-piperidinopropyl)dibenzofuran-2,8-dicarboxylate dihydrochloride monohydrate, M.P. 252°-253° C.